From a dataset of the Open Reaction Database (ORD), a public repository of structured organic reaction records. describe an organic reaction: reactants, conditions, products, and yield Reactants: Cl.N[C@H](CCSC)C(=O)NCC(=O)N[C@@H](CC1=CC=CC=C1)C(=O)C1C2(CC3CC(CC1(C3)N)C2)C(=O)OC (methyl D-methionylglycyl-L-phenylalanyl-3-amino-1-adamantanecarboxylate hydrochloride), ClC1=C(C(=C(C(=C1OC([C@@H](NC(=O)OC(C)(C)C)CC1=CC=C(C=C1)O)=O)Cl)Cl)Cl)Cl (Boc-L-tyrosine pentachlorophenyl ester), CN1CCOCC1 (N-methylmorpholine). Solvent: C(C)(=O)OCC (ethyl acetate), O1CCCC1 (tetrahydrofuran). Run at time 4 hour. Yields the product C(=O)(OC(C)(C)C)N[C@@H](CC1=CC=C(C=C1)O)C(=O)N[C@H](CCSC)C(=O)NCC(=O)N[C@@H](CC1=CC=CC=C1)C(=O)C1C2(CC3CC(CC1(C3)N)C2)C(=O)OC (methyl Boc-L-tyrosyl-D-methionyl-glycyl-L-phenylalanyl-3-amino-1-adamantanecarboxylate). As a reaction SMILES: Cl.[NH2:2][C@@H:3]([C:8]([NH:10][CH2:11][C:12]([NH:14][C@H:15]([C:23]([CH:25]1[C:32]2([NH2:34])[CH2:33][CH:28]3[CH2:29][CH:30]([CH2:35][C:26]1([C:36]([O:38][CH3:39])=[O:37])[CH2:27]3)[CH2:31]2)=[O:24])[CH2:16][C:17]1[CH:22]=[CH:21][CH:20]=[CH:19][CH:18]=1)=[O:13])=[O:9])[CH2:4][CH2:5][S:6][CH3:7].ClC1C([O:47][C:48](=O)[C@H:49]([CH2:58][C:59]2[CH:64]=[CH:63][C:62]([OH:65])=[CH:61][CH:60]=2)[NH:50][C:51]([O:53][C:54]([CH3:57])([CH3:56])[CH3:55])=[O:52])=C(Cl)C(Cl)=C(Cl)C=1Cl.CN1CCOCC1>O1CCCC1.C(OCC)(=O)C>[C:51]([NH:50][C@H:49]([C:48]([NH:2][C@@H:3]([C:8]([NH:10][CH2:11][C:12]([NH:14][C@H:15]([C:23]([CH:25]1[C:32]2([NH2:34])[CH2:33][CH:28]3[CH2:29][CH:30]([CH2:35][C:26]1([C:36]([O:38][CH3:39])=[O:37])[CH2:27]3)[CH2:31]2)=[O:24])[CH2:16][C:17]1[CH:18]=[CH:19][CH:20]=[CH:21][CH:22]=1)=[O:13])=[O:9])[CH2:4][CH2:5][S:6][CH3:7])=[O:47])[CH2:58][C:59]1[CH:64]=[CH:63][C:62]([OH:65])=[CH:61][CH:60]=1)([O:53][C:54]([CH3:56])([CH3:55])[CH3:57])=[O:52] |f:0.1|. Procedure: To a solution of 3.513 g of methyl D-methionylglycyl-L-phenylalanyl-3-amino-1-adamantanecarboxylate hydrochloride in 30 ml of tetrahydrofuran is added 3.17 g of Boc-L-tyrosine pentachlorophenyl ester followed by 1.12 ml of N-methylmorpholine. The reaction mixture is allowed to stand for 4 hours at room temperature then diluted with 200 ml ethyl acetate. The ethyl acetate layer is separated and washed three times with a 0.5 M solution of potassium bisulfate then dried over magnesium sulfate. The ... The reactants are C1(=CC=CC=C1)P(C1=CC=CC=C1)C1=CC=CC=C1 (triphenylphosphine), S(=O)(=O)(Cl)Cl (sulfuryl dichloride), CC(/C=C/S(=O)(=O)[O-])C.C(CCC)[N+](CCCC)(CCCC)CCCC (Tetrabutylammonium (E)-3-methylbut-1-ene-1-sulfonate). Run in ClCCl (dichloromethane), ClCCl (dichloromethane). Conditions: time 5 hour. The product is CC(/C=C/S(=O)(=O)Cl)C ((E)-3-Methylbut-1-ene-1-sulfonyl chloride). The yield is 19.0%. RXN SMILES: C1(P(C2C=CC=CC=2)C2C=CC=CC=2)C=CC=CC=1.[S:20]([Cl:24])(Cl)(=[O:22])=[O:21].[CH3:25][CH:26]([CH3:33])/[CH:27]=[CH:28]/S([O-])(=O)=O.C([N+](CCCC)(CCCC)CCCC)CCC>ClCCl>[CH3:25][CH:26]([CH3:33])/[CH:27]=[CH:28]/[S:20]([Cl:24])(=[O:22])=[O:21] |f:2.3|. Procedure details: To a solution of triphenylphosphine (1.055 g, 4.02 mmol) in dichloromethane (50 ml) under a nitrogen atmosphere was added at 0° C. sulfuryl dichloride (0.359 ml, 4.42 mmol). The mixture was stirred at 0° C. for 15 minutes after which a solution of tetrabutylammonium (E)-3-methylbut-1-ene-1-sulfonate (1.25 g of Step C) in dichloromethane (10 ml) was added dropwise. The reaction mixture was stirred at room temperature for 5 h after which the mixture was concentrated under reduced pressure. The res...